The task is: describe an organic reaction: reactants, conditions, products, and yield. This data is from the Open Reaction Database (ORD), a public repository of structured organic reaction records. RXN SMILES: [CH2:1]([O:3][C:4]([C:6]1[NH:7][C:8]2[C:13]([C:14]=1[S:15][C:16]1[CH:21]=[CH:20][CH:19]=[CH:18][CH:17]=1)=[CH:12][C:11]([O:22][CH3:23])=[C:10]([O:24][CH3:25])[CH:9]=2)=[O:5])[CH3:2].[H-].[Na+].IC.[C:30]1(S)C=CC=CC=1>C(OCC)(=O)C.CN(C)C=O.O1CCCC1>[CH2:1]([O:3][C:4]([C:6]1[NH:7][C:8]2[C:13]([C:14]=1[S:15][C:16]1[CH:17]=[CH:18][CH:19]=[CH:20][CH:21]=1)=[CH:12][C:11]([O:22][CH3:23])=[C:10]([O:24][CH3:25])[CH:9]=2)=[O:5])[CH3:2].[CH2:1]([O:3][C:4]([C:6]1[N:7]([CH3:30])[C:8]2[C:13]([C:14]=1[S:15][C:16]1[CH:17]=[CH:18][CH:19]=[CH:20][CH:21]=1)=[CH:12][C:11]([O:22][CH3:23])=[C:10]([O:24][CH3:25])[CH:9]=2)=[O:5])[CH3:2] |f:1.2|. Reactants: C(C)OC(=O)C=1NC2=CC(=C(C=C2C1SC1=CC=CC=C1)OC)OC (5,6-dimethoxy-3-phenylsulfanyl-1H-indole-2-carboxylic acid ethyl ester), [H-].[Na+] (sodium hydride), Intermediate 1, IC (iodomethane), C1(=CC=CC=C1)S (benzene thiol). The product is C(C)OC(=O)C=1NC2=CC(=C(C=C2C1SC1=CC=CC=C1)OC)OC (5,6-dimethoxy-3-phenylsulfanyl-1H-indole-2-carboxylic acid ethyl ester), C(C)OC(=O)C=1N(C2=CC(=C(C=C2C1SC1=CC=CC=C1)OC)OC)C (5,6-Dimethoxy-1-methyl-3-phenylsulfanyl-1H-indole-2-carboxylic acid ethyl ester). Procedure: To a 0° C. tetrahydrofuran solution of 5,6-dimethoxy-3-phenylsulfanyl-1H-indole-2-carboxylic acid ethyl ester (0.500 g, 1.40 mmol) was added sodium hydride (95%, 0.037 g, 1.54 mmol) followed by iodomethane (0.096 mL, 1.54 mmol). 5,6-dimethoxy-3-phenylsulfanyl-1H-indole-2-carboxylic acid ethyl ester was synthesized in a manner analogous to Intermediate 1, using benzene thiol instead of 2-methyl benzenethiol. N,N-Dimethylformamide was added to homogenize the reaction. The reaction was allowed to w... The solvent is O1CCCC1 (tetrahydrofuran), CN(C=O)C (N,N-Dimethylformamide), C(C)(=O)OCC (ethyl acetate). The reactants are COC([C@@H](NC([C@@H](N)CC(O)=O)=O)CC1=CC=CC=C1)=O (α-L-aspartyl-L-phenylalanine methyl ester), C(=O)N[C@H]1CC(=O)OC1=O (N-formyl-L-aspartic acid anhydride), Cl (hydrochloride), COC([C@@H](NC([C@@H](N)CC(O)=O)=O)CC1=CC=CC=C1)=O (α-L-aspartyl-L-phenylalanine methyl ester), Cl (hydrochloride), N[C@@H](CC1=CC=CC=C1)C(=O)O (L-phenylalanine). The solvent is O (water). The product is C(=O)N[C@@H](CC(O)=O)C(=O)N[C@@H](CC1=CC=CC=C1)C(=O)O (N-formyl-α-L-aspartyl-L-phenylalanine). As a reaction SMILES: C[O:2][C:3](=[O:21])[C@H:4]([CH2:14][C:15]1[CH:20]=[CH:19][CH:18]=[CH:17][CH:16]=1)[NH:5][C:6](=[O:13])[C@H:7]([CH2:9][C:10](=[O:12])[OH:11])[NH2:8].Cl.[CH:23](N[C@@H]1C(=O)OC(=O)C1)=[O:24].N[C@H](C(O)=O)CC1C=CC=CC=1>O>[CH:23]([NH:8][C@H:7]([C:6]([NH:5][C@H:4]([C:3]([OH:2])=[O:21])[CH2:14][C:15]1[CH:20]=[CH:19][CH:18]=[CH:17][CH:16]=1)=[O:13])[CH2:9][C:10](=[O:12])[OH:11])=[O:24]. Procedure: This invention relates to a preparation process of α-L-aspartyl-L-phenylalanine methyl ester or its hydrochloride. More specifically, this invention provides a process for preparing α-L-aspartyl-L-phenylalanine methyl ester or its hydrochloride which process comprises: condensating N-formyl-L-aspartic acid anhydride and L-phenylalanine in water at a pH in the range of 7-12 to form N-formyl-α-L-aspartyl-L-phenylalanine; acidifying the reaction mixture with hydrochloric acid in the presence of met... Starting materials: C1(=CC=CC=C1)CCCCBr (4-phenylbutyl bromide), C1(=CC=CC=C1)P(C1=CC=CC=C1)C1=CC=CC=C1 (triphenylphosphine). Solvent: C1(=CC=CC=C1)C (toluene). Product: [Br-].C1(=CC=CC=C1)CCCC[P+](C1=CC=CC=C1)(C1=CC=CC=C1)C1=CC=CC=C1 ((4-Phenylbut-1-yl)triphenylphosphonium bromide). Reaction SMILES: [C:1]1([CH2:7][CH2:8][CH2:9][CH2:10][Br:11])[CH:6]=[CH:5][CH:4]=[CH:3][CH:2]=1.[C:12]1([P:18]([C:25]2[CH:30]=[CH:29][CH:28]=[CH:27][CH:26]=2)[C:19]2[CH:24]=[CH:23][CH:22]=[CH:21][CH:20]=2)[CH:17]=[CH:16][CH:15]=[CH:14][CH:13]=1>C1(C)C=CC=CC=1>[Br-:11].[C:1]1([CH2:7][CH2:8][CH2:9][CH2:10][P+:18]([C:19]2[CH:20]=[CH:21][CH:22]=[CH:23][CH:24]=2)([C:25]2[CH:30]=[CH:29][CH:28]=[CH:27][CH:26]=2)[C:12]2[CH:13]=[CH:14][CH:15]=[CH:16][CH:17]=2)[CH:6]=[CH:5][CH:4]=[CH:3][CH:2]=1 |f:3.4|. Procedure: A solution of 4-phenylbutyl bromide from the Step A (24.7 g) and triphenylphosphine (19.00 g) in toluene (100 mL) was heated at 120-130° C. for 3 days. The reaction was cooled to rt and the solid precipitate was collected by filtration, washed with toluene and air dried. The solid was dissolved in a 2:1 mixture of water and acetonitrile and gave the title compound (30.6 g) as a white solid after lyopholization. Starting materials: solution, [OH-].[Li+] (lithium hydroxide), FC1=CC=C(C=C1)N1N=C(C=C1C1=CC(=CC=C1)C(F)(F)F)C(=O)OCC (Ethyl 1-(4-fluorophenyl)-5-[3-(trifluoromethyl)phenyl]-1H-pyrazole-3-carboxylate). The solvent is O (water), O1CCOCC1 (1,4-dioxane). Reaction conditions: temperature 70 celsius, time 2 hour. Product: FC1=CC=C(C=C1)N1N=C(C=C1C1=CC(=CC=C1)C(F)(F)F)C(=O)O (1-(4-Fluorophenyl)-5-[3-(trifluoromethyl)phenyl]-1H-pyrazole-3-carboxylic acid). Reaction SMILES: [F:1][C:2]1[CH:7]=[CH:6][C:5]([N:8]2[C:12]([C:13]3[CH:18]=[CH:17][CH:16]=[C:15]([C:19]([F:22])([F:21])[F:20])[CH:14]=3)=[CH:11][C:10]([C:23]([O:25]CC)=[O:24])=[N:9]2)=[CH:4][CH:3]=1.[OH-].[Li+]>O1CCOCC1.O>[F:1][C:2]1[CH:7]=[CH:6][C:5]([N:8]2[C:12]([C:13]3[CH:18]=[CH:17][CH:16]=[C:15]([C:19]([F:22])([F:20])[F:21])[CH:14]=3)=[CH:11][C:10]([C:23]([OH:25])=[O:24])=[N:9]2)=[CH:4][CH:3]=1 |f:1.2|. Procedure: 4.50 g (11.9 mmol) of the compound of Example 37A are provided in 107 ml of 1,4-dioxane, 107 ml (214 mmol) of a 2N solution of lithium hydroxide in water are added, and the mixture is stirred at 70° C. for 2 h. The mixture is concentrated, a 2N aqueous hydrogen chloride solution is subsequently added to the residue until the pH is acidic, the mixture is extracted with dichloromethane, and the organic phase is dried over magnesium sulfate, filtered and concentrated. 4.11 g (99% of theory) of the ... Starting materials: C(C)OC(=O)C=1C(=NC(=NC1)C1=CC=CC=C1)Cl (4-chloro-2-phenyl-5-pyrimidine carboxylic acid ethyl ester), C(C=C)N (allylamine). Solvent: C(C)O (ethanol). Yields the product C(C)OC(=O)C=1C(=NC(=NC1)C1=CC=CC=C1)NCC=C (4-(2-propenylamino)-2-phenyl-5-pyrimidine carboxylic acid ethyl ester). RXN SMILES: [CH2:1]([O:3][C:4]([C:6]1[C:7](Cl)=[N:8][C:9]([C:12]2[CH:17]=[CH:16][CH:15]=[CH:14][CH:13]=2)=[N:10][CH:11]=1)=[O:5])[CH3:2].[CH2:19]([NH2:22])[CH:20]=[CH2:21]>C(O)C>[CH2:1]([O:3][C:4]([C:6]1[C:7]([NH:22][CH2:19][CH:20]=[CH2:21])=[N:8][C:9]([C:12]2[CH:17]=[CH:16][CH:15]=[CH:14][CH:13]=2)=[N:10][CH:11]=1)=[O:5])[CH3:2]. Procedure details: A mixture of 5 g. (0.019 mole) of 4-chloro-2-phenyl-5-pyrimidine carboxylic acid ethyl ester and 2.2 g. (0.038 mole) of allylamine in 150 ml. of ethanol was refluxed 3 hours. At this point, the solution was concentrated to 30 ml. and chilled. A yellow crystalline solid formed and was filtered off to give 4-(2-propenylamino)-2-phenyl-5-pyrimidine carboxylic acid ethyl ester--m.p. 49°-54° C. This compound was used in the next step directly without further purification. Reactants: C1(=CC=CC=C1)C1=N[C@H](C(NC2=C1C=CC=C2)=O)NC(OCC2=CC=CC=C2)=O ((+)-phenylmethyl N-[(3R)-2,3-dihydro-5-phenyl-2-oxo-1H-1,4-benzodiazepin-3-yl]carbamate), COC1=CC=C(C=C1)P1(SP(S1)(C1=CC=C(C=C1)OC)=S)=S (2,4-bis(4-methoxyphenyl)-1,3-dithia-2,4-diphosphetane-2,4-disulfide). The solvent is C1(=CC=CC=C1)C (toluene). Yields the product C1(=CC=CC=C1)C1=N[C@H](C(NC2=C1C=CC=C2)=S)NC(OCC2=CC=CC=C2)=O (phenylmethyl N-[(3R)-2,3-dihydro-5-phenyl-2-thioxo-1H-1,4-benzodiazepin-3-yl]carbamate). Reaction SMILES: [C:1]1([C:7]2[C:13]3[CH:14]=[CH:15][CH:16]=[CH:17][C:12]=3[NH:11][C:10](=O)[C@H:9]([NH:19][C:20](=[O:29])[O:21][CH2:22][C:23]3[CH:28]=[CH:27][CH:26]=[CH:25][CH:24]=3)[N:8]=2)[CH:6]=[CH:5][CH:4]=[CH:3][CH:2]=1.COC1C=CC(P2(=S)SP(=S)(C3C=CC(OC)=CC=3)[S:39]2)=CC=1>C1(C)C=CC=CC=1>[C:1]1([C:7]2[C:13]3[CH:14]=[CH:15][CH:16]=[CH:17][C:12]=3[NH:11][C:10](=[S:39])[C@H:9]([NH:19][C:20](=[O:29])[O:21][CH2:22][C:23]3[CH:28]=[CH:27][CH:26]=[CH:25][CH:24]=3)[N:8]=2)[CH:6]=[CH:5][CH:4]=[CH:3][CH:2]=1. Procedure: A mixture of (+)-phenylmethyl N-[(3R)-2,3-dihydro-5-phenyl-2-oxo-1H-1,4-benzodiazepin-3-yl]carbamate (4.0 g, 10 mmol) and 2,4-bis(4-methoxyphenyl)-1,3-dithia-2,4-diphosphetane-2,4-disulfide (4.5 g 11 mmol) in toluene (100 mL) was heated under reflux for 75 min. The mixture was cooled and the volume was reduced to 30 mL by evaporation under reduced pressure. The residue was purified by flash column chromatography on silica gel, eluting with EtOAc/Hexane (75:25) to give phenylmethyl N-[(3R)-2,3-di... The reactants are COC(=O)C=1C=C(C2=C(S(CC3=C(O2)C(=CC(=C3)N3CCNCC3)Cl)(=O)=O)C1)C (4-Chloro-6-methyl-10,10-dioxo-2-piperazin-1-yl-10,11-dihydro-5-oxa-10lambda*6*-thia-dibenzo[a,d]cycloheptene-8-carboxylic acid methyl ester), CC1=CC=C(C=O)O1 (5-methyl furfuraldehyde), C(#N)[BH3-].[Na+] (sodium cyanoborohydride). The reagents and catalysts are CC([O-])C.[Ti+4].CC([O-])C.CC([O-])C.CC([O-])C (Titanium isopropoxide). The solvent is CO (methanol). Yields the product COC(=O)C=1C=C(C2=C(S(CC3=C(O2)C(=CC(=C3)N3CCN(CC3)CC=3OC(=CC3)C)Cl)(=O)=O)C1)C (4-Chloro-6-methyl-2-[4-(5-methyl-furan-2-ylmethyl)-piperazin-1-yl]-10,10-dioxo-10,11-dihydro-5-oxa-10lambda*6*-thia-dibenzo[a,d]cycloheptene-8-carboxylic acid methyl ester). RXN SMILES: [CH3:1][O:2][C:3]([C:5]1[CH:6]=[C:7]([CH3:29])[C:8]2[O:14][C:13]3[C:15]([Cl:25])=[CH:16][C:17]([N:19]4[CH2:24][CH2:23][NH:22][CH2:21][CH2:20]4)=[CH:18][C:12]=3[CH2:11][S:10](=[O:27])(=[O:26])[C:9]=2[CH:28]=1)=[O:4].[CH3:30][C:31]1[O:37][C:34]([CH:35]=O)=[CH:33][CH:32]=1.C([BH3-])#N.[Na+]>CO.CC(C)[O-].[Ti+4].CC(C)[O-].CC(C)[O-].CC(C)[O-]>[CH3:1][O:2][C:3]([C:5]1[CH:6]=[C:7]([CH3:29])[C:8]2[O:14][C:13]3[C:15]([Cl:25])=[CH:16][C:17]([N:19]4[CH2:20][CH2:21][N:22]([CH2:35][C:34]5[O:37][C:31]([CH3:30])=[CH:32][CH:33]=5)[CH2:23][CH2:24]4)=[CH:18][C:12]=3[CH2:11][S:10](=[O:26])(=[O:27])[C:9]=2[CH:28]=1)=[O:4] |f:2.3,5.6.7.8.9|. Reported procedure: Titanium isopropoxide (0.085 mL, 0.28 mmol) was added to a solution of Example 104k (0.1 g, 0.22 mmol ) and 5-methyl furfuraldehyde (0.115 mL, 1.14 mmol) in dry methanol (10 mL). The reaction mixture was processed as described in the synthesis of Example 108k using sodium cyanoborohydride (0.013 g, 0.21 mmol) to obtain the title compound. Yield: 0.085 g, (70%); 1H NMR (CDCl3): δ 2.3 (s, 3H, CH3), 2.6 (t, 4H, 2CH2), 2.7 (s, 3H, CH3), 3.24 (t, 4H, 2CH2), 3.55 (s, 2H, CH2), 3.91 (s, 3H, OCH3), 4.63...